From a dataset of the Open Reaction Database (ORD), a public repository of structured organic reaction records. describe an organic reaction: reactants, conditions, products, and yield Reactants: COc1cccc(CC2(O)c3ccccc3SCCC2CN(C)C)c1, Cl. Product: COc1cccc(C=C2c3ccccc3SCCC2CN(C)C)c1, Cl. RXN SMILES: [CH3:1][N:2]([CH3:3])[CH2:4][CH:5]1[C:6]([OH:16])([CH2:17][c:18]2[cH:19][c:20]([O:24][CH3:25])[cH:21][cH:22][cH:23]2)[c:7]2[c:8]([cH:12][cH:13][cH:14][cH:15]2)[S:9][CH2:10][CH2:11]1.[ClH:26]>>[CH3:1][N:2]([CH3:3])[CH2:4][CH:5]1[C:6](=[CH:17][c:18]2[cH:19][c:20]([O:24][CH3:25])[cH:21][cH:22][cH:23]2)[c:7]2[c:8]([cH:12][cH:13][cH:14][cH:15]2)[S:9][CH2:10][CH2:11]1.[ClH:26]. Starting materials: [BH4-].[Na+] (sodium borohydride), C(C1=CC=CC=C1)OC1=C2C3=C(N(C2=CC=C1)CC(=O)N(CCC1=CC=CC=C1)C)C=NC(=C3COC)C=O (5-benzyloxy-4-methoxymethyl-9-{2-[N-methyl-N-(2-phenylethyl)-amino]-2-oxoethyl}-9H-pyrido[3,4-b]indole-3-carbaldehyde), ice water. The solvent is O1CCCC1 (tetrahydrofuran). Reaction conditions: temperature 0 celsius, time 3 hour. Yields the product C(C1=CC=CC=C1)OC1=C2C3=C(N(C2=CC=C1)CC(=O)N(CCC1=CC=CC=C1)C)C=NC(=C3COC)CO (5-benzyloxy-3-hydroxymethyl-4-methoxymethyl-9-{2-[N-methyl-N-(2-phenylethyl)-amino]-2-oxoethyl}-9H-pyrido[3,4-b]indole). The yield is 96.8%. Reaction SMILES: [BH4-].[Na+].[CH2:3]([O:10][C:11]1[CH:19]=[CH:18][CH:17]=[C:16]2[C:12]=1[C:13]1[C:36]([CH2:37][O:38][CH3:39])=[C:35]([CH:40]=[O:41])[N:34]=[CH:33][C:14]=1[N:15]2[CH2:20][C:21]([N:23]([CH3:32])[CH2:24][CH2:25][C:26]1[CH:31]=[CH:30][CH:29]=[CH:28][CH:27]=1)=[O:22])[C:4]1[CH:9]=[CH:8][CH:7]=[CH:6][CH:5]=1>O1CCCC1>[CH2:3]([O:10][C:11]1[CH:19]=[CH:18][CH:17]=[C:16]2[C:12]=1[C:13]1[C:36]([CH2:37][O:38][CH3:39])=[C:35]([CH2:40][OH:41])[N:34]=[CH:33][C:14]=1[N:15]2[CH2:20][C:21]([N:23]([CH3:32])[CH2:24][CH2:25][C:26]1[CH:27]=[CH:28][CH:29]=[CH:30][CH:31]=1)=[O:22])[C:4]1[CH:5]=[CH:6][CH:7]=[CH:8][CH:9]=1 |f:0.1|. Procedure: 25 mg of sodium borohydride is added to a solution of 35 mg of 5-benzyloxy-4-methoxymethyl-9-{2-[N-methyl-N-(2-phenylethyl)-amino]-2-oxoethyl}-9H-pyrido[3,4-b]indole-3-carbaldehyde in 1 ml of tetrahydrofuran at 0° C., and it is then stirred for 3 hours at 0° C. Then, the reaction mixture is poured into ice water and extracted three times with ethyl acetate. The organic phase is dried on magnesium sulfate, filtered and concentrated by evaporation in a vacuum. 34 mg of 5-benzyloxy-3-hydroxymethyl-... Starting materials: O=C([O-])[O-], CN(C)C=O, ClCn1cccn1, Cl, N#CC(C#N)CCC(F)(F)F, [K+], [K+], O. Product: N#CC(C#N)(CCC(F)(F)F)Cn1cccn1. Reaction SMILES: [C:20](=[O:21])([O-:22])[O-:23].[CH3:27][N:28]([CH3:29])[CH:30]=[O:31].[Cl:2][CH2:3][n:4]1[n:5][cH:6][cH:7][cH:8]1.[ClH:1].[F:9][C:10]([CH2:11][CH2:12][CH:13]([C:14]#[N:15])[C:16]#[N:17])([F:18])[F:19].[K+:24].[K+:25].[OH2:26]>>[CH2:3]([n:4]1[n:5][cH:6][cH:7][cH:8]1)[C:13]([CH2:12][CH2:11][C:10]([F:9])([F:18])[F:19])([C:14]#[N:15])[C:16]#[N:17].